This data is from the Open Reaction Database (ORD), a public repository of structured organic reaction records. The task is: describe an organic reaction: reactants, conditions, products, and yield The reactants are C(C)(C)(C)OC(NC1=CSC=C1)=O (Thiophen-3-yl-carbamic acid tert-butyl ester), O (Water), CN(C=O)C (N,N-dimethylformamide), C(CCC)[Li] (n-butyl lithium). Solvent: O1CCCC1 (tetrahydrofuran). Reaction conditions: temperature -78 celsius, time 1 hour. Yields the product C(C)(C)(C)OC(NC1=C(SC=C1)C=O)=O ((2-Formyl-thiophen-3-yl)-carbamic acid tert-butyl ester). Reaction SMILES: [C:1]([O:5][C:6](=[O:13])[NH:7][C:8]1[CH:12]=[CH:11][S:10][CH:9]=1)([CH3:4])([CH3:3])[CH3:2].C([Li])CCC.CN(C)[CH:21]=[O:22].O>O1CCCC1>[C:1]([O:5][C:6](=[O:13])[NH:7][C:8]1[CH:12]=[CH:11][S:10][C:9]=1[CH:21]=[O:22])([CH3:4])([CH3:2])[CH3:3]. Reported procedure: Thiophen-3-yl-carbamic acid tert-butyl ester described in Preparation Example U-1 (1.00 g, 5.02 mmol) was dissolved in tetrahydrofuran (20 mL), to which n-butyl lithium (2.47M hexane solution, 4.47 mL, 11.0 mmol) was added at −78° C., and the mixture was stirred at −78° C. for 1 hour. N,N-dimethylformamide (466 μl, 6.02 mmol) was added to the reaction mixture at −78° C., and the solution was stirred for 1 hour at room temperature. Water was added to the reaction solution, which was then extracte... Reactants: CO (methanol), CrO3, C(C)(=O)O[C@@H]1CC2=CC[C@H]3[C@@H]4CC[C@@H]([C@@]4(C)CC[C@@H]3[C@]2(CC1)C)OC(C)=O (3β,17β-diacetoxyandrost-5-ene), CCOCC (ether), C(C)(=O)O[C@@H]1CC2=CC[C@H]3[C@@H]4CC[C@@H]([C@@]4(C)CC[C@@H]3[C@]2(CC1)C)OC(C)=O (3β,17β-diacetoxyandrost-5-ene). The reagents and catalysts are [O-2].[Cr+6].[O-2].[O-2] (chromium(VI) oxide). Run in C(C)(=O)O (acetic acid), O (H2O), C(C)(=O)O (acetic acid). Run at temperature 55 celsius. Product: C(C)(=O)O[C@@H]1CC2=CC([C@H]3[C@@H]4CC[C@@H]([C@@]4(C)CC[C@@H]3[C@]2(CC1)C)OC(C)=O)=O (3β,17β-DIACETOXYANDROST-5-EN-7-ONE). Isolated yield 20.0%. Reaction SMILES: [C:1]([O:4][C@H:5]1[CH2:22][CH2:21][C@@:20]2([CH3:23])[C:7](=[CH:8][CH2:9][C@@H:10]3[C@@H:19]2[CH2:18][CH2:17][C@@:15]2([CH3:16])[C@H:11]3[CH2:12][CH2:13][C@@H:14]2[O:24][C:25](=[O:27])[CH3:26])[CH2:6]1)(=[O:3])[CH3:2].CO.CC[O:32]CC>C(O)(=O)C.O.[O-2].[Cr+6].[O-2].[O-2]>[C:1]([O:4][C@H:5]1[CH2:22][CH2:21][C@@:20]2([CH3:23])[C:7](=[CH:8][C:9](=[O:32])[C@@H:10]3[C@@H:19]2[CH2:18][CH2:17][C@@:15]2([CH3:16])[C@H:11]3[CH2:12][CH2:13][C@@H:14]2[O:24][C:25](=[O:27])[CH3:26])[CH2:6]1)(=[O:3])[CH3:2] |f:5.6.7.8|. Reported procedure: 37.4 g (0.1 mol) 3β,17β-diacetoxyandrost-5-ene (Steraloids A7850) in 400 ml glacial acetic acid was reacted with 30.06 g (0.3 mol) chromium(VI) oxide (Aldrich 23,265-3) dissolved in 20 ml H2O and 20 ml glacial acetic acid by the method of Butenandt (op. cit.). The CrO3 solution was added dropwise over 4 hours to the 3β,17β-diacetoxyandrost-5-ene solution while maintaining the temperature at 55° C. At the end of that time methanol was added to the reaction mixture in order to decompose any unreac... Starting materials: [N+](=O)([O-])C1=C(C=CC(=C1)F)NCCCO (3-(2-nitro-4-fluoro-phenylamino)-propan-1-ol). The reagents and catalysts are [Pd] (Pd on carbon). Solvent: CO (methanol). Reaction conditions: time 12 hour. Product: NC1=C(C=CC(=C1)F)NCCCO (3-(2-Amino4-fluoro-phenylamino)-propan-1-ol). As a reaction SMILES: [N+:1]([C:4]1[CH:9]=[C:8]([F:10])[CH:7]=[CH:6][C:5]=1[NH:11][CH2:12][CH2:13][CH2:14][OH:15])([O-])=O>CO.[Pd]>[NH2:1][C:4]1[CH:9]=[C:8]([F:10])[CH:7]=[CH:6][C:5]=1[NH:11][CH2:12][CH2:13][CH2:14][OH:15]. Reported procedure: A mixture of 9.12 gm of 3-(2-nitro-4-fluoro-phenylamino)-propan-1-ol and 4.0 gm of 10% Pd on carbon is suspended in 300 ml methanol and shaken at ambient temperature under hydrogen (40 psi) for 12 hours. Thereafter, insoluble materials are removed by filtration and the reaction mixture is concentrated to a dark brown oil (5.25 gm of crude 3-(2-amino4-fluoro-phenylamino)-propan-1-ol). Reactants: COc1ccc(CNC(=O)c2ccc(-c3noc(-c4ccc(-c5ccccc5C)c(C)c4)n3)cc2F)c(OC)c1, Cc1ccccc1, O, Cc1ccc(S(=O)(=O)O)cc1. The product is Cc1ccccc1-c1ccc(-c2nc(-c3ccc(C(N)=O)c(F)c3)no2)cc1C. Reaction SMILES: [CH3:13][O:14][c:15]1[cH:16][c:17]([O:47][CH3:48])[cH:49][cH:50][c:51]1[CH2:52][NH:18][C:19]([c:20]1[c:21]([F:45])[cH:22][c:23](-[c:26]2[n:27][o:28][c:29](-[c:31]3[cH:32][c:33]([CH3:44])[c:34](-[c:37]4[c:38]([CH3:43])[cH:39][cH:40][cH:41][cH:42]4)[cH:35][cH:36]3)[n:30]2)[cH:24][cH:25]1)=[O:46].[CH3:53][c:54]1[cH:55][cH:56][cH:57][cH:58][cH:59]1.[OH2:1].[c:2]1([CH3:3])[cH:4][cH:5][c:6]([S:7]([OH:8])(=[O:9])=[O:10])[cH:11][cH:12]1>>[NH2:18][C:19]([c:20]1[c:21]([F:45])[cH:22][c:23](-[c:26]2[n:27][o:28][c:29](-[c:31]3[cH:32][c:33]([CH3:44])[c:34](-[c:37]4[c:38]([CH3:43])[cH:39][cH:40][cH:41][cH:42]4)[cH:35][cH:36]3)[n:30]2)[cH:24][cH:25]1)=[O:46]. Starting materials: FC(C(=O)O)(F)F (Trifluoroacetic acid), C(C)(=O)C=1C=C(C(=NC1)OCCCC)C=1NC(C=2C(N1)=C(N(N2)C2CCN(CC2)C(=O)OC(C)(C)C)CC)=O (tert-Butyl 4-[5-(5-Acetyl-2-butoxy-3-pyridinyl)-3-ethyl-7-oxo-6,7-dihydro-2H-pyrazolo[4,3-d]pyrimidin-2-yl]-1-piperidinecarboxylate). The solvent is C(Cl)Cl (Methylene chloride). Reaction conditions: time 45 minute. Yields the product C(C)(=O)C=1C=C(C(=NC1)OCCCC)C=1NC(C=2C(N1)=C(N(N2)C2CCNCC2)CC)=O (5-(5-Acetyl-2-butoxy-3-pyridinyl)-3-ethyl-2-(4-piperidinyl)-2,6-dihydro-7H-pyrazolo[4,3-d]pyrimidin-7-one). Reaction SMILES: FC(F)(F)C(O)=O.[C:8]([C:11]1[CH:12]=[C:13]([C:22]2[NH:23][C:24](=[O:46])[C:25]3[C:26](=[C:28]([CH2:44][CH3:45])[N:29]([CH:31]4[CH2:36][CH2:35][N:34](C(OC(C)(C)C)=O)[CH2:33][CH2:32]4)[N:30]=3)[N:27]=2)[C:14]([O:17][CH2:18][CH2:19][CH2:20][CH3:21])=[N:15][CH:16]=1)(=[O:10])[CH3:9]>C(Cl)Cl>[C:8]([C:11]1[CH:12]=[C:13]([C:22]2[NH:23][C:24](=[O:46])[C:25]3[C:26](=[C:28]([CH2:44][CH3:45])[N:29]([CH:31]4[CH2:36][CH2:35][NH:34][CH2:33][CH2:32]4)[N:30]=3)[N:27]=2)[C:14]([O:17][CH2:18][CH2:19][CH2:20][CH3:21])=[N:15][CH:16]=1)(=[O:10])[CH3:9]. Procedure details: Trifluoroacetic acid (7 ml, 40%vol) was added to a solution of the title compound of example 129 in dry Methylene chloride (10 ml), and the mixture was stirred at room temperature under nitrogen for 45 mins. The mixture was concentrated in vacuo and the residue partitioned between NaHCO3 (sat. aq., 50 ml) and Methylene chloride (100 ml). The organic layer was separated (emulsion) and washed with water (50 ml). Organic layer was removed, and the aqueous extracted with Methylene chloride (2×50 ml)... The reactants are BrC=1C=NC=C(C=O)C1 (5-bromonicotinaldehyde), P(=O)([O-])([O-])[O-].[K+].[K+].[K+] (potassium phosphate), C(C)(C)N (isopropylamine). The reagents and catalysts are [Cu](I)I (copper iodide). Run in CN(C)C=O (DMF), CCOCC (ether). Run at temperature 90 celsius. Yields the product C(C)(C)NC=1C=NC=C(C=O)C1 (5-(isopropylamino)nicotinaldehyde). Reaction SMILES: Br[C:2]1[CH:3]=[N:4][CH:5]=[C:6]([CH:9]=1)[CH:7]=[O:8].P([O-])([O-])([O-])=O.[K+].[K+].[K+].[CH:18]([NH2:21])([CH3:20])[CH3:19]>CN(C=O)C.CCOCC.[Cu](I)I>[CH:18]([NH:21][C:2]1[CH:3]=[N:4][CH:5]=[C:6]([CH:9]=1)[CH:7]=[O:8])([CH3:20])[CH3:19] |f:1.2.3.4|. Procedure: To 5-bromonicotinaldehyde (1.5 gm, 8.06 mmol) in DMF (5 ml), N,N-diethylsalicylidiamide (311 mg, 1.61 mmol), copper iodide (77 mg, 0.403 mmol), potassium phosphate (3.42 gm, 16.12 mmol) and isopropylamine (715 mg, 1.21 mmol) were added and the reaction mixture was heated overnight at 90° C. Then reaction mixture was diluted with ether and filtered. Ether layer was washed with water, brine and dried. Crude residue was column chromatographed (40% ethylacetate/60% Hexanes) to yield 5-(isopropylamin... Starting materials: O=C1CCCC(=O)O1, C1CCOC1, CC(C)(C)[O-], CC(=O)O, [K+], Nc1nc(Nc2ccc(S(N)(=O)=O)cc2)nn1C(=O)c1c(F)cccc1F. The product is Nc1nc(Nc2ccc(S(=O)(=O)NC(=O)CCCC(=O)O)cc2)nn1C(=O)c1c(F)cccc1F. RXN SMILES: [C:39]1(=[O:46])[CH2:40][CH2:41][CH2:42][C:43](=[O:44])[O:45]1.[CH2:28]1[O:29][CH2:30][CH2:31][CH2:32]1.[CH3:33][C:34]([CH3:35])([O-:36])[CH3:37].[CH3:47][C:48](=[O:49])[OH:50].[K+:38].[NH2:1][c:2]1[n:3][c:4]([NH:17][c:18]2[cH:19][cH:20][c:21]([S:24](=[O:25])(=[O:26])[NH2:27])[cH:22][cH:23]2)[n:5][n:6]1[C:7]([c:8]1[c:9]([F:15])[cH:10][cH:11][cH:12][c:13]1[F:14])=[O:16]>>[NH2:1][c:2]1[n:3][c:4]([NH:17][c:18]2[cH:19][cH:20][c:21]([S:24](=[O:25])(=[O:26])[NH:27][C:39]([CH2:40][CH2:41][CH2:42][C:43](=[O:44])[OH:45])=[O:46])[cH:22][cH:23]2)[n:5][n:6]1[C:7]([c:8]1[c:9]([F:15])[cH:10][cH:11][cH:12][c:13]1[F:14])=[O:16].